This data is from the Open Reaction Database (ORD), a public repository of structured organic reaction records. The task is: describe an organic reaction: reactants, conditions, products, and yield Starting materials: ClC=1C=C(C=CC1)C=1N=C(SC1C(=O)O)N1C=NC2=C1C=C(C(=C2)OC)OC (4-(3-Chloro-phenyl)-2-(5,6-dimethoxy-benzoimidazol-1-yl)-thiazole-5-carboxylic acid), NC1=NC=NC=C1 (4-aminopyrimidine). Yields the product N1=CN=C(C=C1)NC(=O)C1=C(N=C(S1)N1C=NC2=C1C=C(C(=C2)OC)OC)C2=CC(=CC=C2)Cl (4-(3-Chloro-phenyl)-2-(5,6-dimethoxy-benzoimidazol-1-yl)-thiazole-5-carboxylic acid pyrimidin-4-ylamide). Yield: 69.6%. Reaction SMILES: [Cl:1][C:2]1[CH:3]=[C:4]([C:8]2[N:9]=[C:10]([N:16]3[C:20]4[CH:21]=[C:22]([O:27][CH3:28])[C:23]([O:25][CH3:26])=[CH:24][C:19]=4[N:18]=[CH:17]3)[S:11][C:12]=2[C:13]([OH:15])=O)[CH:5]=[CH:6][CH:7]=1.[NH2:29][C:30]1[CH:35]=[CH:34][N:33]=[CH:32][N:31]=1>>[N:33]1[CH:34]=[CH:35][C:30]([NH:29][C:13]([C:12]2[S:11][C:10]([N:16]3[C:20]4[CH:21]=[C:22]([O:27][CH3:28])[C:23]([O:25][CH3:26])=[CH:24][C:19]=4[N:18]=[CH:17]3)=[N:9][C:8]=2[C:4]2[CH:5]=[CH:6][CH:7]=[C:2]([Cl:1])[CH:3]=2)=[O:15])=[N:31][CH:32]=1. Procedure details: In a similar manner as described for Example 53, 4-(3-Chloro-phenyl)-2-(5,6-dimethoxy-benzoimidazol-1-yl)-thiazole-5-carboxylic acid (41 mg, 0.1 mmol) and 4-aminopyrimidine (9.5 mg, 0.1 mmol, Aldrich) gave 4-(3-Chloro-phenyl)-2-(5,6-dimethoxy-benzoimidazol-1-yl)-thiazole-5-carboxylic acid pyrimidin-4-ylamide (34.3 mg, 69.7%) as a white solid. MS m/z 493 (M+1). The reactants are OC12CC3CC(CC(C3)C1)C2, C1C2CC3CC1CC(C2)C3, CC(=O)O, On1nnc2ccc(C(F)(F)F)cc21, O. Yields the product OC12CC3CC(C1)CC(O)(C3)C2. RXN SMILES: [C:26]12([OH:36])[CH2:27][CH:28]3[CH2:29][CH:30]([CH2:31][CH:32]([CH2:33]1)[CH2:34]3)[CH2:35]2.[CH2:1]1[CH:2]2[CH2:3][CH:4]3[CH2:5][CH:6]([CH2:7]2)[CH2:8][CH:9]1[CH2:10]3.[CH3:37][C:38](=[O:39])[OH:40].[F:11][C:12]([F:13])([F:14])[c:15]1[cH:16][cH:17][c:18]2[n:19][n:20][n:22]([OH:21])[c:23]2[cH:24]1.[O:25]>>[OH:21][C:28]12[CH2:27][C:26]3([OH:36])[CH2:33][CH:32]([CH2:31][CH:30]([CH2:29]1)[CH2:35]3)[CH2:34]2. The reactants are COC1=C(C=C(C=C1)O)B1OC(C(O1)(C)C)(C)C (4-methoxy-3-(4,4,5,5-tetramethyl-1,3,2-dioxaborolan-2-yl)phenol), ClC1=CC=C(N=N1)N(C1CC(NC(C1)(C)C)(C)C)C (6-chloro-N-methyl-N-(2,2,6,6-tetramethylpiperidin-4-yl)pyridazin-3-amine), ClC1=CC=C(N=N1)N(C1CC(NC(C1)(C)C)(C)C)C (6-chloro-N-methyl-N-(2,2,6,6-tetramethylpiperidin-4-yl)pyridazin-3-amine), P(=O)([O-])([O-])[O-].[K+].[K+].[K+] (potassium phosphate), COC=1C=CC=C(C1C=2C=CC=CC2P(C3CCCCC3)C4CCCCC4)OC (SPhos). The reagents and catalysts are C=1C=CC(=CC1)/C=C/C(=O)/C=C/C2=CC=CC=C2.C=1C=CC(=CC1)/C=C/C(=O)/C=C/C2=CC=CC=C2.C=1C=CC(=CC1)/C=C/C(=O)/C=C/C2=CC=CC=C2.[Pd].[Pd] (Pd2(dba)3). The solvent is O (H2O), O1CCOCC1 (1,4-dioxane). Reaction conditions: temperature 100 celsius. Yields the product COC1=C(C=C(C=C1)O)C=1N=NC(=CC1)N(C1CC(NC(C1)(C)C)(C)C)C (4-methoxy-3-(6-(methyl(2,2,6,6-tetramethylpiperidin-4-yl)amino)pyridazin-3-yl)phenol). The yield is 82.8%. RXN SMILES: [CH3:1][O:2][C:3]1[CH:8]=[CH:7][C:6]([OH:9])=[CH:5][C:4]=1B1OC(C)(C)C(C)(C)O1.Cl[C:20]1[N:25]=[N:24][C:23]([N:26]([CH3:37])[CH:27]2[CH2:32][C:31]([CH3:34])([CH3:33])[NH:30][C:29]([CH3:36])([CH3:35])[CH2:28]2)=[CH:22][CH:21]=1.P([O-])([O-])([O-])=O.[K+].[K+].[K+].COC1C=CC=C(OC)C=1C1C=CC=CC=1P(C1CCCCC1)C1CCCCC1>C1C=CC(/C=C/C(/C=C/C2C=CC=CC=2)=O)=CC=1.C1C=CC(/C=C/C(/C=C/C2C=CC=CC=2)=O)=CC=1.C1C=CC(/C=C/C(/C=C/C2C=CC=CC=2)=O)=CC=1.[Pd].[Pd].O.O1CCOCC1>[CH3:1][O:2][C:3]1[CH:8]=[CH:7][C:6]([OH:9])=[CH:5][C:4]=1[C:20]1[N:25]=[N:24][C:23]([N:26]([CH3:37])[CH:27]2[CH2:32][C:31]([CH3:33])([CH3:34])[NH:30][C:29]([CH3:36])([CH3:35])[CH2:28]2)=[CH:22][CH:21]=1 |f:2.3.4.5,7.8.9.10.11|. Procedure details: To a microwave vial was added 4-methoxy-3-(4,4,5,5-tetramethyl-1,3,2-dioxaborolan-2-yl)phenol (400 mg, 1.60 mmol), 6-chloro-N-methyl-N-(2,2,6,6-tetramethylpiperidin-4-yl)pyridazin-3-amine (Intermediate 1-1, 452 mg, 1.60 mmol), potassium phosphate (1.4 g, 6.40 mmol), Pd2(dba)3 (146 mg, 0.16 mmol), and SPhos (65.7 mg, 0.16 mmol), followed by addition of 1,4-dioxane (4 mL)/H2O (0.8 mL). The vial was purged with N2 for 5 minutes and the reaction mixture was heated at 100° C. in the microwave for 2 h... Reactants: CC(=O)O[BH-](OC(C)=O)OC(C)=O, COC(=O)c1cn(C(=O)OC(C)(C)C)c2nccc(C=O)c12, CC(C)(O)C(N)C(=O)NC1CCCC1, [Na+]. Yields the product COC(=O)c1cn(C(=O)OC(C)(C)C)c2nccc(CNC(C(=O)NC3CCCC3)C(C)(C)O)c12. As a reaction SMILES: [C:1]([O:2][BH-:3]([O:4][C:5](=[O:6])[CH3:7])[O:8][C:9](=[O:10])[CH3:11])(=[O:12])[CH3:13].[CH:29](=[O:30])[c:31]1[c:32]2[c:33]([n:34][cH:35][cH:36]1)[n:37]([C:44](=[O:45])[O:46][C:47]([CH3:48])([CH3:49])[CH3:50])[cH:38][c:39]2[C:40](=[O:41])[O:42][CH3:43].[NH2:15][CH:16]([C:17](=[O:18])[NH:19][CH:20]1[CH2:21][CH2:22][CH2:23][CH2:24]1)[C:25]([CH3:26])([CH3:27])[OH:28].[Na+:14]>>[NH:15]([CH:16]([C:17](=[O:18])[NH:19][CH:20]1[CH2:21][CH2:22][CH2:23][CH2:24]1)[C:25]([CH3:26])([CH3:27])[OH:28])[CH2:29][c:31]1[c:32]2[c:33]([n:34][cH:35][cH:36]1)[n:37]([C:44](=[O:45])[O:46][C:47]([CH3:48])([CH3:49])[CH3:50])[cH:38][c:39]2[C:40](=[O:41])[O:42][CH3:43].